This data is from the Open Reaction Database (ORD), a public repository of structured organic reaction records. The task is: describe an organic reaction: reactants, conditions, products, and yield Starting materials: 67.5, C(C)(=O)NC1=CC=CC=C1 (acetanilide), CC(=O)NC1=CC=C(C=C1)F (4-fluoroacetanilide), CC(=O)NC1=C(C=C(C=C1)F)F (2,4-difluoroacetanilide), FOC(F)(F)F (fluoroxytrifluoromethane), CC(=O)NC1=C(C=CC=C1F)F (2,6-difluoroacetanilide). Run in C(Cl)(Cl)Cl (chloroform). The product is FCC(=O)NC1=CC=CC=C1 (2-fluoroacetanilide). Isolated yield 37.0%. RXN SMILES: [C:1]([NH:4][C:5]1[CH:10]=[CH:9][CH:8]=[CH:7][CH:6]=1)(=[O:3])[CH3:2].[F:11]OC(F)(F)F.CC(NC1C=CC(F)=CC=1)=O.CC(NC1C=CC(F)=CC=1F)=O.CC(NC1C(F)=CC=CC=1F)=O>C(Cl)(Cl)Cl>[F:11][CH2:2][C:1]([NH:4][C:5]1[CH:10]=[CH:9][CH:8]=[CH:7][CH:6]=1)=[O:3]. Reported procedure: A solution of 67.5 parts of acetanilide in 22,200 parts of chloroform was cooled to 0° C. and maintained at that temperature for 2.5 hours while fluoroxytrifluoromethane was bubbled into the solution at a rate of 46 parts per hour. Analysis of the reaction product by gas chromatographic technique indicated a 91 percent conversion with a yield of 37% 2-fluoroacetanilide, 16% 4-fluoroacetanilide, 10% 2,4-difluoroacetanilide, 3% 2,6-difluoroacetanilide and about 25% higher molecular weight material... Yields the product COc1nc(N2CCNCC2C(=O)Nc2cccc(C)c2)c2nc(-c3ccc(OC)c(OC)c3)ccc2n1. RXN SMILES: [CH3:3][OH:4].[Cl:5][c:6]1[n:7][c:8]([N:26]2[CH:27]([C:32]([NH:33][c:34]3[cH:35][c:36]([CH3:40])[cH:37][cH:38][cH:39]3)=[O:41])[CH2:28][NH:29][CH2:30][CH2:31]2)[c:9]2[c:10]([n:11]1)[cH:12][cH:13][c:14](-[c:16]1[cH:17][c:18]([O:24][CH3:25])[c:19]([O:22][CH3:23])[cH:20][cH:21]1)[n:15]2.[H-:2].[Na+:1].[O:42]1[CH2:43][CH2:44][CH2:45][CH2:46]1.[OH2:47]>>[CH3:3][O:4][c:6]1[n:7][c:8]([N:26]2[CH:27]([C:32]([NH:33][c:34]3[cH:35][c:36]([CH3:40])[cH:37][cH:38][cH:39]3)=[O:41])[CH2:28][NH:29][CH2:30][CH2:31]2)[c:9]2[c:10]([n:11]1)[cH:12][cH:13][c:14](-[c:16]1[cH:17][c:18]([O:24][CH3:25])[c:19]([O:22][CH3:23])[cH:20][cH:21]1)[n:15]2. Reactants: CO, COc1ccc(-c2ccc3nc(Cl)nc(N4CCNCC4C(=O)Nc4cccc(C)c4)c3n2)cc1OC, [H-], [Na+], C1CCOC1, O. Starting materials: CC=1C(=C(C(=O)N)C=CC1)[N+](=O)[O-] (3-Methyl-2-nitrobenzamide), CO (methanol). Reagents/catalysts: [Pd] (palladium on carbon). The product is CC=1C=CC=C2C(NC(=NC12)C1=CC=C(C=C1)O)=O (8-Methyl-2-(4'-hydroxyphenyl)quinazolin-4-[3 H]-one). As a reaction SMILES: [CH3:1][C:2]1[C:3]([N+:11]([O-])=O)=[C:4]([CH:8]=[CH:9][CH:10]=1)[C:5]([NH2:7])=[O:6].[CH3:14][OH:15]>[Pd]>[CH3:1][C:2]1[CH:10]=[CH:9][CH:8]=[C:4]2[C:3]=1[N:11]=[C:1]([C:2]1[CH:3]=[CH:4][C:14]([OH:15])=[CH:9][CH:10]=1)[NH:7][C:5]2=[O:6]. Reported procedure: 3-Methyl-2-nitrobenzamide (1.20 g, 6.7 mmol) was dissolved in methanol and 10% activated palladium on carbon catalyst (150 mg) was added. The reaction vessel was placed under an atmosphere of hydrogen, at ambient temperature and pressure, until no further hydrogen absorption was observed. The catalyst was removed by filtration of the reaction mixture through a pad of Celite™, which was pre-washed with methanol (150 ml). The solvent was removed under vacuum to give the required product in good yi... Starting materials: [OH-].[Li+] (lithium hydroxide), solution, CO (methanol), N1(CCCC1)C(=O)CN1C(C(CN(C2=C1C=CC=C2)C2CCCCC2)NC(=O)NC2=CC=C(C=C2)C(=O)OCC)=O (1-[1-(Pyrrolidin-1-ylcarbonylmethyl)-2-oxo-5-cyclohexyl-1,3,4,5-tetrahydro-2H-1,5-benzodiazepin-3-yl]-3-(4-ethoxycarbonylphenyl)urea), Cl (hydrochloric acid). Run in C(Cl)(Cl)Cl (chloroform), O1CCCC1 (tetrahydrofuran). Conditions: temperature 45 celsius, time 1 hour. Yields the product N1(CCCC1)C(=O)CN1C(C(CN(C2=C1C=CC=C2)C2CCCCC2)NC(NC=2C=C(C(=O)O)C=CC2)=O)=O (3-[3-[1-(pyrrolidin-1-ylcarbonylmethyl)-2-oxo-5-cyclohexyl-1,3,4,5-tetrahydro-2H-1,5-benzodiazepin-3-yl]ureido]benzoic acid). Yield: 85.1%. Reaction SMILES: [N:1]1([C:6]([CH2:8][N:9]2[C:15]3[CH:16]=[CH:17][CH:18]=[CH:19][C:14]=3[N:13]([CH:20]3[CH2:25][CH2:24][CH2:23][CH2:22][CH2:21]3)[CH2:12][CH:11]([NH:26][C:27]([NH:29][C:30]3[CH:35]=[CH:34][C:33](C(OCC)=O)=[CH:32][CH:31]=3)=[O:28])[C:10]2=[O:41])=[O:7])[CH2:5][CH2:4][CH2:3][CH2:2]1.[OH-:42].[Li+].[CH3:44][OH:45].Cl>O1CCCC1.C(Cl)(Cl)Cl>[N:1]1([C:6]([CH2:8][N:9]2[C:15]3[CH:16]=[CH:17][CH:18]=[CH:19][C:14]=3[N:13]([CH:20]3[CH2:25][CH2:24][CH2:23][CH2:22][CH2:21]3)[CH2:12][CH:11]([NH:26][C:27](=[O:28])[NH:29][C:30]3[CH:31]=[C:32]([CH:33]=[CH:34][CH:35]=3)[C:44]([OH:45])=[O:42])[C:10]2=[O:41])=[O:7])[CH2:2][CH2:3][CH2:4][CH2:5]1 |f:1.2|. Reported procedure: 1-[1-(Pyrrolidin-1-ylcarbonylmethyl)-2-oxo-5-cyclohexyl-1,3,4,5-tetrahydro-2H-1,5-benzodiazepin-3-yl]-3-(4-ethoxycarbonylphenyl)urea was suspended in tetrahydrofuran (20 ml), aqueous lithium hydroxide (0.37 g) solution (10 ml) and methanol (20 ml) were added, the mixture was stirred at 40-50° C. for one hour. 1N hydrochloric acid and chloroform were added and extracted. The organic layer was washed with water and saturated brine, and dried over anhydrous magnesium sulfate. The solvent was evapor... Reactants: CCC(C(=O)[O-])C1CNC(=O)c2cc([N+](=O)[O-])cn21, CCO, Cl. The product is CCC(C(=O)O)C1CNC(=O)c2cc(N)cn21, Cl. As a reaction SMILES: [CH2:1]([CH3:2])[CH:3]([C:4](=[O:5])[O-:6])[CH:7]1[CH2:8][NH:9][C:10](=[O:19])[c:11]2[n:12]1[cH:13][c:14]([N+:16]([O-:17])=[O:18])[cH:15]2.[CH3:21][CH2:22][OH:23].[ClH:20]>>[CH2:1]([CH3:2])[CH:3]([C:4](=[O:5])[OH:6])[CH:7]1[CH2:8][NH:9][C:10](=[O:19])[c:11]2[n:12]1[cH:13][c:14]([NH2:16])[cH:15]2.[ClH:20]. The reactants are CN(C)C=O, CC12C=C(Cl)C3(CC1CCC1C2CCC2(C)C(O)CCC12)OCCO3. The product is CC12CCC3C(CCC4CC5(OCCO5)C(Cl)=CC43C)C1CCC2=O. RXN SMILES: [CH3:26][N:27]([CH3:28])[CH:29]=[O:30].[Cl:1][C:2]1=[CH:19][C:18]2([CH3:20])[CH:5]([CH2:4][C:3]13[O:22][CH2:23][CH2:24][O:25]3)[CH2:6][CH2:7][CH:8]1[CH:9]3[CH2:10][CH2:11][CH:12]([OH:21])[C:13]3([CH3:14])[CH2:15][CH2:16][CH:17]12>>[Cl:1][C:2]1=[CH:19][C:18]2([CH3:20])[CH:5]([CH2:4][C:3]13[O:22][CH2:23][CH2:24][O:25]3)[CH2:6][CH2:7][CH:8]1[CH:9]3[CH2:10][CH2:11][C:12](=[O:21])[C:13]3([CH3:14])[CH2:15][CH2:16][CH:17]12.